The task is: describe an organic reaction: reactants, conditions, products, and yield. This data is from the Open Reaction Database (ORD), a public repository of structured organic reaction records. The reactants are CCOC(=O)CCc1ccc(O)c2ccccc12, Cc1nc(-c2ccc(C(F)(F)F)cc2)ccc1CCl. The product is CCOC(=O)CCc1ccc(OCc2ccc(-c3ccc(C(F)(F)F)cc3)nc2C)c2ccccc12. RXN SMILES: [CH2:1]([CH3:2])[O:3][C:4]([CH2:5][CH2:6][c:7]1[cH:8][cH:9][c:10]([OH:17])[c:11]2[cH:12][cH:13][cH:14][cH:15][c:16]12)=[O:18].[Cl:19][CH2:20][c:21]1[c:22]([CH3:37])[n:23][c:24](-[c:27]2[cH:28][cH:29][c:30]([C:33]([F:34])([F:35])[F:36])[cH:31][cH:32]2)[cH:25][cH:26]1>>[CH2:1]([CH3:2])[O:3][C:4]([CH2:5][CH2:6][c:7]1[cH:8][cH:9][c:10]([O:17][CH2:20][c:21]2[c:22]([CH3:37])[n:23][c:24](-[c:27]3[cH:28][cH:29][c:30]([C:33]([F:34])([F:35])[F:36])[cH:31][cH:32]3)[cH:25][cH:26]2)[c:11]2[cH:12][cH:13][cH:14][cH:15][c:16]12)=[O:18].